Dataset: the Open Reaction Database (ORD), a public repository of structured organic reaction records. Task: describe an organic reaction: reactants, conditions, products, and yield RXN SMILES: [CH3:1][O:2][C:3](=[O:16])[C:4](=[CH:9][CH:10]1[CH2:15][CH2:14][CH2:13][CH2:12][CH2:11]1)[CH2:5][C:6]([OH:8])=[O:7].[H][H]>CO>[CH3:1][O:2][C:3](=[O:16])[CH:4]([CH2:9][CH:10]1[CH2:15][CH2:14][CH2:13][CH2:12][CH2:11]1)[CH2:5][C:6]([OH:8])=[O:7]. Reactants: COC(C(CC(=O)O)=CC1CCCCC1)=O (2-Cyclohexylmethylidenesuccinic acid 1-methyl ester), [H][H] (hydrogen), [H][H] (hydrogen). The solvent is CO (methanol). Reported procedure: 2-Cyclohexylmethylidenesuccinic acid 1-methyl ester (0.22 g, 1.0 mmol) and each metal complex catalyst (0.005 mmol) were weighed in a Pyrex (registered trade name) test tube for autoclaving and the tube was put into a 50 mL-autoclave together with a stirrer in the tube, and then the atmosphere in the autoclave was substituted with nitrogen. The mixture was added with 2 mL of deoxygenized methanol, and after the atmosphere in the autoclave was sufficiently substituted with hydrogen, and then pres... The reagents and catalysts are catalyst. Reaction conditions: temperature 45 celsius, time 18 hour. Product: COC(C(CC(=O)O)CC1CCCCC1)=O (cyclohexylmethylsuccinic acid 1-methyl ester). Starting materials: O (water), ClC1=CC(=C(N)C=C1Cl)[N+](=O)[O-] (4,5-dichloro-2-nitroaniline), N1(CCNCC1)CCO (1-piperazine ethanol), C([O-])([O-])=O.[Na+].[Na+] (sodium carbonate). Solvent: C1(CCCCC1)O (cyclohexanol). Reaction conditions: temperature 150 celsius, time 14 hour. Product: ClC1=CC(=C(N)C=C1N1CCN(CC1)CCO)[N+](=O)[O-] (4-Chloro-2-nitro-5-[4-(2-hydroxyethyl)piperazin-1-yl]aniline). Yield: 88.3%. Reaction SMILES: [Cl:1][C:2]1[C:8](Cl)=[CH:7][C:5]([NH2:6])=[C:4]([N+:10]([O-:12])=[O:11])[CH:3]=1.[N:13]1([CH2:19][CH2:20][OH:21])[CH2:18][CH2:17][NH:16][CH2:15][CH2:14]1.C(=O)([O-])[O-].[Na+].[Na+].O>C1(O)CCCCC1>[Cl:1][C:2]1[C:8]([N:16]2[CH2:17][CH2:18][N:13]([CH2:19][CH2:20][OH:21])[CH2:14][CH2:15]2)=[CH:7][C:5]([NH2:6])=[C:4]([N+:10]([O-:12])=[O:11])[CH:3]=1 |f:2.3.4|. Procedure: To a solution of 4.14 g of 4,5-dichloro-2-nitroaniline and 2.73 g of 1-piperazine ethanol in 20 ml of cyclohexanol, 2.65 g of sodium carbonate was added, and stirred for 14 hours at 150° C. After cooling the reaction liquid to room temperature, water was added thereto, followed by extraction with chloroform. The chloroform layer was dried on anhydrous magnesium sulfate and the solvent was distilled off. The residue was separated and purified on silica gel column chromatography (chloroform/methan...